This data is from the Open Reaction Database (ORD), a public repository of structured organic reaction records. The task is: describe an organic reaction: reactants, conditions, products, and yield The reactants are CCOc1ccc(C2(C=C(F)COC(C)=O)CC2)cc1, [Mg], Brc1cccc(Oc2ccccc2)c1, C1CCOC1. Yields the product CCOc1ccc(C2(C=C(F)Cc3cccc(Oc4ccccc4)c3)CC2)cc1. Reaction SMILES: [C:16]([O:17][CH2:20][C:21](=[CH:22][C:23]1([c:26]2[cH:27][cH:28][c:29]([O:32][CH2:33][CH3:34])[cH:30][cH:31]2)[CH2:24][CH2:25]1)[F:35])(=[O:18])[CH3:19].[Mg:15].[O:1]([c:2]1[cH:3][cH:4][cH:5][cH:6][cH:7]1)[c:8]1[cH:9][c:10]([Br:14])[cH:11][cH:12][cH:13]1.[O:36]1[CH2:37][CH2:38][CH2:39][CH2:40]1>>[O:1]([c:2]1[cH:3][cH:4][cH:5][cH:6][cH:7]1)[c:8]1[cH:9][c:10]([CH2:20][C:21](=[CH:22][C:23]2([c:26]3[cH:27][cH:28][c:29]([O:32][CH2:33][CH3:34])[cH:30][cH:31]3)[CH2:24][CH2:25]2)[F:35])[cH:11][cH:12][cH:13]1. The reactants are OC(CC(=O)O)CCCCCC (β-hydroxynonanoic acid), N1=CC=CC=C1 (pyridine), C(C)(=O)OC(C)=O (acetic anhydride), O (water). Run in Cl (hydrochloric acid). Conditions: time 8 hour. Yields the product C(C)(=O)OC(CC(=O)O)CCCCCC (β-acetoxynonanoic acid). RXN SMILES: [OH:1][CH:2]([CH2:7][CH2:8][CH2:9][CH2:10][CH2:11][CH3:12])[CH2:3][C:4]([OH:6])=[O:5].N1C=CC=CC=1.[C:19](OC(=O)C)(=[O:21])[CH3:20].O>Cl>[C:19]([O:1][CH:2]([CH2:7][CH2:8][CH2:9][CH2:10][CH2:11][CH3:12])[CH2:3][C:4]([OH:6])=[O:5])(=[O:21])[CH3:20]. Reported procedure: Then 5.0 g of this β-hydroxynonanoic acid was mixed with 20 ml of anhydrous pyridine and 3.2 ml of acetic anhydride under ice cooling, and the mixture was stirred at room temperature overnight and cooled with ice. Then, 5 ml of distilled water was added to the mixture, the mixture was dissolved in 1N hydrochloric acid, and the solution was extracted with ether. The ether layer was washed with a saturated aqueous sodium chloride solution and dehydrated on magnesium sulfate. Then, the ether was ev... Starting materials: ClC1=NC=C(C(=N1)NC1=C(C(=O)NCC)C=CC=C1)Cl (2-(2,5-dichloro-pyrimidin-4-ylamino)-N-ethyl-benzamide), N1(CCOCC1)C1CCC2=C(CC1)C=C(C=C2)N (7-morpholin-4-yl-6,7,8,9-tetrahydro-5H-benzocyclohepten-2-ylamine). Yields the product ClC=1C(=NC(=NC1)NC=1C=CC2=C(CCC(CC2)N2CCOCC2)C1)NC1=C(C(=O)NCC)C=CC=C1 (2-[5-Chloro-2-(7-morpholin-4-yl-6,7,8,9-tetrahydro-5H-benzocyclohepten-2-ylamino)-pyrimidin-4-ylamino]-N-ethyl-benzamide), solid. Yield: 40.0%. Reaction SMILES: Cl[C:2]1[N:7]=[C:6]([NH:8][C:9]2[CH:19]=[CH:18][CH:17]=[CH:16][C:10]=2[C:11]([NH:13][CH2:14][CH3:15])=[O:12])[C:5]([Cl:20])=[CH:4][N:3]=1.[N:21]1([CH:27]2[CH2:33][CH2:32][C:31]3[CH:34]=[C:35]([NH2:38])[CH:36]=[CH:37][C:30]=3[CH2:29][CH2:28]2)[CH2:26][CH2:25][O:24][CH2:23][CH2:22]1>>[Cl:20][C:5]1[C:6]([NH:8][C:9]2[CH:19]=[CH:18][CH:17]=[CH:16][C:10]=2[C:11]([NH:13][CH2:14][CH3:15])=[O:12])=[N:7][C:2]([NH:38][C:35]2[CH:36]=[CH:37][C:30]3[CH2:29][CH2:28][CH:27]([N:21]4[CH2:26][CH2:25][O:24][CH2:23][CH2:22]4)[CH2:33][CH2:32][C:31]=3[CH:34]=2)=[N:3][CH:4]=1. Reported procedure: The title compound was prepared from 2-(2,5-dichloro-pyrimidin-4-ylamino)-N-ethyl-benzamide and 7-morpholin-4-yl-6,7,8,9-tetrahydro-5H-benzocyclohepten-2-ylamine in an analogous manner to Example 179. Product was isolated as a tan solid (30 mg, 40%). LCMS (m/e) 521 (M+H); 1H NMR (400 MHz, DMSO-d6) δ 11.04 (s, 1H), 8.65 (d, 1H, J=8.3 Hz), 8.04 (s, 1H), 7.52 (broad s, 1H), 7.50 (d, 1H, J=7.6 Hz), 7.43 (dd, 1H, J=8.1, 7.6 Hz), 7.37 (s, 1H), 7.29 (s, 1H), 7.09 (t, 1H, J=7.6), 7.04 (d, 1H, J=8.1 Hz),... The reactants are ClC(Cl)Cl, Cl, OCc1cc(C=Cc2ccccc2)[nH]n1, O=S(Cl)Cl. The product is ClCc1cc(C=Cc2ccccc2)[nH]n1. Reaction SMILES: [CH:21]([Cl:22])([Cl:23])[Cl:24].[ClH:1].[OH:2][CH2:3][c:4]1[n:5][nH:6][c:7]([CH:9]=[CH:10][c:11]2[cH:12][cH:13][cH:14][cH:15][cH:16]2)[cH:8]1.[S:17]([Cl:18])([Cl:19])=[O:20]>>[CH2:3]([c:4]1[n:5][nH:6][c:7]([CH:9]=[CH:10][c:11]2[cH:12][cH:13][cH:14][cH:15][cH:16]2)[cH:8]1)[Cl:19].